From a dataset of the Open Reaction Database (ORD), a public repository of structured organic reaction records. describe an organic reaction: reactants, conditions, products, and yield The reactants are [OH-].[K+] (KOH), CC1C(C(CCC1)(C)C)=O (2,6,6-trimethylcyclohexanone), C#CC(CCC)O (hex-1-yn-3-ol). The solvent is C(C)OCC (diethyl ether). Reaction conditions: time 24 hour. Yields the product OC1(C(CCCC1(C)C)C)C#CC(CCC)O (1-(1-hydroxy-2,6,6-trimethylcyclohexyl)-hex-1-yn-3-ol). As a reaction SMILES: [OH-].[K+].[CH3:3][CH:4]1[CH2:9][CH2:8][CH2:7][C:6]([CH3:11])([CH3:10])[C:5]1=[O:12].[CH:13]#[C:14][CH:15]([OH:19])[CH2:16][CH2:17][CH3:18]>C(OCC)C>[OH:12][C:5]1([C:13]#[C:14][CH:15]([OH:19])[CH2:16][CH2:17][CH3:18])[C:6]([CH3:11])([CH3:10])[CH2:7][CH2:8][CH2:9][CH:4]1[CH3:3] |f:0.1|. Procedure: In a three-necked vessel of 250 ml equipped with a thermometer, a condenser and a dropping funnel, there were placed 23.9 g (0.427M) of finely ground KOH and 50 ml of anhydrous diethyl ether. 14 G (0.1M) of 2,6,6-trimethylcyclohexanone and 13.5 g (0.138M) of hex-1-yn-3-ol were then added dropwise to the obtained suspension. The addition is slightly exothermic. After standing for 24 h, the mixture was poured onto ice and extracted with ether while the combined extracts were washed with a 10% HCl ...